From a dataset of the Open Reaction Database (ORD), a public repository of structured organic reaction records. describe an organic reaction: reactants, conditions, products, and yield Reactants: NS(=O)(=O)C1=CC=C(C=C1)C(N)=NO (4-(aminosulfonyl)-N′-hydroxybenzenecarboximidamide), CC1N(CCCC1)C1=C(C=C(C(=O)O)C=C1)NS(=O)(=O)C (4-(2-methylpiperidin-1-yl)-3-[(methylsulfonyl)amino]benzoic acid), 2006/013104 A1, C(#N)C1=CC=C(C=C1)S(=O)(=O)N (4-cyanobenzene-1-sulfonamide). Product: CC1N(CCCC1)C1=C(C=C(C=C1)C1=NC(=NO1)C1=CC=C(C=C1)S(=O)(=O)N)NS(=O)(=O)C (4-(5-{4-(2-methylpiperidin-1-yl)-3-[(methylsulfonyl)amino]phenyl}-1,2,4-oxadiazol-3-yl)benzenesulfonamide). As a reaction SMILES: [NH2:1][S:2]([C:5]1[CH:10]=[CH:9][C:8]([C:11](=[N:13][OH:14])[NH2:12])=[CH:7][CH:6]=1)(=[O:4])=[O:3].C(C1C=CC(S(N)(=O)=O)=CC=1)#N.[CH3:27][CH:28]1[CH2:33][CH2:32][CH2:31][CH2:30][N:29]1[C:34]1[CH:42]=[CH:41][C:37]([C:38](O)=O)=[CH:36][C:35]=1[NH:43][S:44]([CH3:47])(=[O:46])=[O:45]>>[CH3:27][CH:28]1[CH2:33][CH2:32][CH2:31][CH2:30][N:29]1[C:34]1[CH:42]=[CH:41][C:37]([C:38]2[O:14][N:13]=[C:11]([C:8]3[CH:7]=[CH:6][C:5]([S:2]([NH2:1])(=[O:4])=[O:3])=[CH:10][CH:9]=3)[N:12]=2)=[CH:36][C:35]=1[NH:43][S:44]([CH3:47])(=[O:45])=[O:46]. Procedure details: The title compound was prepared following procedure described for example 4, step 1, but starting from 4-(aminosulfonyl)-N′-hydroxybenzenecarboximidamide, prepared as described in WO 2006/013104 A1 from 4-cyanobenzene-1-sulfonamide (ABCR; CD10716), (322.85 mg; 1.50 mmol) and Intermediate 25 (562.30 mg; 1.80 mmol). The reaction mixture was evaporated under reduce pressure and was purified by flash chromatography (c-hex/EtOAc: 9.5/0.5), affording the title compound as a pale yellow solid. 1H NMR (... The reactants are [Al+3], [Cl-], Cc1cn2cccc(OCc3c(Cl)ccc(N4CCCC4=O)c3Cl)c2n1, [H-], [H-], [H-], [H-], [Li+], [NH4+], C1CCOC1. Yields the product Cc1cn2cccc(OCc3c(Cl)ccc(N4CCCC4)c3Cl)c2n1. As a reaction SMILES: [Al+3:28].[Cl-:33].[Cl:1][c:2]1[c:3]([CH2:4][O:5][c:6]2[c:7]3[n:8]([cH:9][cH:10][cH:11]2)[cH:12][c:13]([CH3:15])[n:14]3)[c:16]([Cl:26])[cH:17][cH:18][c:19]1[N:20]1[C:21](=[O:25])[CH2:22][CH2:23][CH2:24]1.[H-:27].[H-:30].[H-:31].[H-:32].[Li+:29].[NH4+:34].[O:35]1[CH2:36][CH2:37][CH2:38][CH2:39]1>>[Cl:1][c:2]1[c:3]([CH2:4][O:5][c:6]2[c:7]3[n:8]([cH:9][cH:10][cH:11]2)[cH:12][c:13]([CH3:15])[n:14]3)[c:16]([Cl:26])[cH:17][cH:18][c:19]1[N:20]1[CH2:21][CH2:22][CH2:23][CH2:24]1. Product: CCCCCCCN(CCCCCSc1nc(-c2ccccc2)c(-c2ccccc2)n1C)C(=O)Nc1ccc(F)cc1F. As a reaction SMILES: [C:1](=[O:2])([O-:3])[O-:4].[CH3:49][I:50].[CH3:51][N:52]([CH3:53])[CH:54]=[O:55].[F:7][c:8]1[c:9]([NH:15][C:16]([N:17]([CH2:18][CH2:19][CH2:20][CH2:21][CH2:22][CH2:23][CH3:24])[CH2:25][CH2:26][CH2:27][CH2:28][CH2:29][S:30][c:31]2[nH:32][c:33](-[c:42]3[cH:43][cH:44][cH:45][cH:46][cH:47]3)[c:34](-[c:36]3[cH:37][cH:38][cH:39][cH:40][cH:41]3)[n:35]2)=[O:48])[cH:10][cH:11][c:12]([F:14])[cH:13]1.[K+:5].[K+:6].[O:56]1[CH2:57][CH2:58][CH2:59][CH2:60]1.[OH2:61]>>[CH3:1][n:35]1[c:31]([S:30][CH2:29][CH2:28][CH2:27][CH2:26][CH2:25][N:17]([C:16]([NH:15][c:9]2[c:8]([F:7])[cH:13][c:12]([F:14])[cH:11][cH:10]2)=[O:48])[CH2:18][CH2:19][CH2:20][CH2:21][CH2:22][CH2:23][CH3:24])[n:32][c:33](-[c:42]2[cH:43][cH:44][cH:45][cH:46][cH:47]2)[c:34]1-[c:36]1[cH:37][cH:38][cH:39][cH:40][cH:41]1. The reactants are O=C([O-])[O-], CI, CN(C)C=O, CCCCCCCN(CCCCCSc1nc(-c2ccccc2)c(-c2ccccc2)[nH]1)C(=O)Nc1ccc(F)cc1F, [K+], [K+], C1CCOC1, O. Reactants: BrC=1C(=NC=C(C1)C(F)(F)F)N (3-bromo-5-(trifluoromethyl)pyridin-2-amine), ClC(=C[O-])C(=O)OCC.[K+] (potassium 2-chloro-3-ethoxy-3-oxoprop-1-en-1-olate), S(O)(O)(=O)=O (sulfuric acid), C(C)O (ethanol). The solvent is C(C)(=O)OCC (ethyl acetate). Conditions: temperature 90 celsius, time 8 hour. Product: BrC=1C=2N(C=C(C1)C(F)(F)F)C(=CN2)C(=O)OCC (ethyl 8-bromo-6-(trifluoromethyl)imidazo[1,2-a]pyridine-3-carboxylate). The yield is 62.0%. Reaction SMILES: [Br:1][C:2]1[C:3]([NH2:12])=[N:4][CH:5]=[C:6]([C:8]([F:11])([F:10])[F:9])[CH:7]=1.Cl[C:14]([C:17]([O:19][CH2:20][CH3:21])=[O:18])=[CH:15][O-].[K+].S(=O)(=O)(O)O.C(O)C>C(OCC)(=O)C>[Br:1][C:2]1[C:3]2[N:4]([C:14]([C:17]([O:19][CH2:20][CH3:21])=[O:18])=[CH:15][N:12]=2)[CH:5]=[C:6]([C:8]([F:11])([F:9])[F:10])[CH:7]=1 |f:1.2|. Reported procedure: A mixture of 3-bromo-5-(trifluoromethyl)pyridin-2-amine (3.0 g), potassium 2-chloro-3-ethoxy-3-oxoprop-1-en-1-olate (5.4 g), sulfuric acid (0.80 mL) and ethanol (60 mL) was stirred overnight at 90° C. The reaction mixture was diluted with ethyl acetate, and washed with water. The aqueous layer was neutralized with 1N sodium hydroxide, and extracted with ethyl acetate. The organic layers were combined, washed with water and saturated brine, and dried over anhydrous sodium sulfate, and the solvent...